From a dataset of the Open Reaction Database (ORD), a public repository of structured organic reaction records. describe an organic reaction: reactants, conditions, products, and yield The product is CC(O)c1cc2c(cc1O)C1CCCCC1C(c1ccc(O)cc1)C2. Reaction SMILES: [BH4-:26].[C:34](=[O:35])([OH:36])[O-:37].[CH3:28][CH2:29][O:30][C:31](=[O:32])[CH3:33].[CH3:39][CH2:40][OH:41].[Na+:27].[Na+:38].[OH2:42].[OH:1][c:2]1[c:3]([C:23]([CH3:24])=[O:25])[cH:4][c:5]2[c:14]([cH:15]1)[CH:13]1[CH:8]([CH:7]([c:16]3[cH:17][cH:18][c:19]([OH:22])[cH:20][cH:21]3)[CH2:6]2)[CH2:9][CH2:10][CH2:11][CH2:12]1>>[OH:1][c:2]1[c:3]([CH:23]([CH3:24])[OH:25])[cH:4][c:5]2[c:14]([cH:15]1)[CH:13]1[CH:8]([CH:7]([c:16]3[cH:17][cH:18][c:19]([OH:22])[cH:20][cH:21]3)[CH2:6]2)[CH2:9][CH2:10][CH2:11][CH2:12]1. Starting materials: [BH4-], O=C([O-])O, CCOC(C)=O, CCO, [Na+], [Na+], O, CC(=O)c1cc2c(cc1O)C1CCCCC1C(c1ccc(O)cc1)C2. Reactants: C(\C=C\C(=O)O)(=O)OC (methyl hydrogen fumarate), ClCC(=O)N1[C@@H](CCC1)C(=O)OC(C)(C)C (tert-butyl (2S)-1-(2-chloroacetyl)pyrrolidine-2-carboxylate), C(O)([O-])=O.[Cs+] (cesium hydrogen carbonate). Run in CN1CCCC1=O (NMP). Yields the product C(\C=C\C(=O)OC)(=O)OCC(=O)N1[C@@H](CCC1)C(=O)OC(C)(C)C (2-{(2S)-2-[(tert-Butyl)oxycarbonyl]pyrrolidinyl}-2-oxoethyl methyl (2E)but-2ene-1,4-dioate). Isolated yield 33.6%. Reaction SMILES: [C:1]([O:8][CH3:9])(=[O:7])/[CH:2]=[CH:3]/[C:4]([OH:6])=[O:5].Cl[CH2:11][C:12]([N:14]1[CH2:18][CH2:17][CH2:16][C@H:15]1[C:19]([O:21][C:22]([CH3:25])([CH3:24])[CH3:23])=[O:20])=[O:13].C(=O)([O-])O.[Cs+]>CN1C(=O)CCC1>[C:4]([O:6][CH2:11][C:12]([N:14]1[CH2:18][CH2:17][CH2:16][C@H:15]1[C:19]([O:21][C:22]([CH3:25])([CH3:24])[CH3:23])=[O:20])=[O:13])(=[O:5])/[CH:3]=[CH:2]/[C:1]([O:8][CH3:9])=[O:7] |f:2.3|. Reported procedure: Following general procedure A, methyl hydrogen fumarate (MHF) (0.50 g, 3.84 mmol) dissolved in NMP was reacted at ca. 55° C. with tert-butyl (2S)-1-(2-chloroacetyl)pyrrolidine-2-carboxylate (0.82 g, 4.60 mmol) in the presence of CsHCO3 (0.89 g, 4.61 mmol) to provide 0.44 g (34% yield) of the title compound (20) as a white solid after purification by mass-guided preparative HPLC and lyophilization. 1H NMR (CDCl3, 400 MHz, all rotamers): δ 6.97-6.90 (m, 2H), 4.91-4.55 (m, 2H), 4.44-4.29 (m, 1H), 3... The reactants are Brc1cccnc1 (bromide 22), Sc1ccccc1 (thiophenol S11). Reagents/catalysts: C1CCC2=NCCCN2CC1 (DBU 24), CS(=O)(=O)O[Pd]1(<-P(C2=CC=CC=C2)(C2=CC=CC=C2)C2=C(C3=C(P(C4=CC=CC=C4)C4=CC=CC=C4)C=CC4=C3C=CC=C4)C3=C(C=CC=C3)C=C2)<-NC2=C(C=CC=C2)C2=CC=CC=C21 (BINAP Pd G3 30). Solvent: CS(C)=O (DMSO), CS(C)=O (DMSO), CS(C)=O (DMSO), CS(C)=O (DMSO). Reaction conditions: time 22 hour. The product is c1ccc(Sc2cccnc2)cc1, Brc1cccnc1, Sc1ccccc1, c1ccc(-c2ccccc2)cc1 (biphenyl). Procedure details: The Mosquito was used to combine the source plate solutions by multi-aspiration of 250 nL of each of the four reaction components and then to dose the resulting reaction mixture (1 uL) into a 1536-well plate